This data is from the Open Reaction Database (ORD), a public repository of structured organic reaction records. The task is: describe an organic reaction: reactants, conditions, products, and yield Starting materials: CN(C)C=O, Cc1ccccc1, Cl, O, O=C(O)C(O)Cc1ccccc1, O=S(Cl)Cl. The product is O=C(O)C(Cl)Cc1ccccc1. Reaction SMILES: [CH3:17][N:18]([CH3:19])[CH:20]=[O:21].[CH3:23][c:24]1[cH:25][cH:26][cH:27][cH:28][cH:29]1.[ClH:22].[OH2:30].[OH:5][CH:6]([C:7](=[O:8])[OH:9])[CH2:10][c:11]1[cH:12][cH:13][cH:14][cH:15][cH:16]1.[S:1]([Cl:2])([Cl:3])=[O:4]>>[CH:6]([C:7](=[O:8])[OH:9])([CH2:10][c:11]1[cH:12][cH:13][cH:14][cH:15][cH:16]1)[Cl:22]. Reactants: ClC1=CC=C(C=C1)C1=NC=2N(C(=C1)C)N=CC2C(=O)O (5-(4-chloro-phenyl)-7-methyl-pyrazolo[1,5-a]pyrimidine-3-carboxylic acid), NC=1C=C(C=CC1)S(=O)(=O)N (3-amino-benzenesulfonamide). The product is S(N)(=O)(=O)C=1C=C(C=CC1)NC(=O)C=1C=NN2C1N=C(C=C2C)C2=CC=C(C=C2)Cl (5-(4-Chloro-phenyl)-7-methyl-pyrazolo[1,5-a]pyrimidine-3-carboxylic acid(3-sulfamoyl-phenyl)-amide). As a reaction SMILES: [Cl:1][C:2]1[CH:7]=[CH:6][C:5]([C:8]2[CH:13]=[C:12]([CH3:14])[N:11]3[N:15]=[CH:16][C:17]([C:18]([OH:20])=O)=[C:10]3[N:9]=2)=[CH:4][CH:3]=1.[NH2:21][C:22]1[CH:23]=[C:24]([S:28]([NH2:31])(=[O:30])=[O:29])[CH:25]=[CH:26][CH:27]=1>>[S:28]([C:24]1[CH:23]=[C:22]([NH:21][C:18]([C:17]2[CH:16]=[N:15][N:11]3[C:12]([CH3:14])=[CH:13][C:8]([C:5]4[CH:4]=[CH:3][C:2]([Cl:1])=[CH:7][CH:6]=4)=[N:9][C:10]=23)=[O:20])[CH:27]=[CH:26][CH:25]=1)(=[O:29])(=[O:30])[NH2:31]. Procedure details: The title compound was prepared from 5-(4-chloro-phenyl)-7-methyl-pyrazolo[1,5-a]pyrimidine-3-carboxylic acid (example C.24) and 3-amino-benzenesulfonamide according to general procedure II. Pale-yellow solid. MS (ISP) 442.4 [(M+H)+]; mp 308-310° C. The reactants are OCCC=1NC2=CC=C(C=C2C1)CC(=O)OC (methyl 2-(2-hydroxyethyl)indole-5-acetate), ClC1=CC=C(OC2=CC(=C(C=C2)O)CCC)C=C1 (4-(4-chlorophenoxy)-2-propylphenol). Yields the product ClC1=CC=C(OC2=CC(=C(OCCC=3NC4=CC=C(C=C4C3)CC(=O)O)C=C2)CCC)C=C1 (2-(2-(4-(4-Chlorophenoxy)-2-propylphenoxy)ethyl)indole-5-acetic Acid). Reaction SMILES: [OH:1][CH2:2][CH2:3][C:4]1[NH:5][C:6]2[C:11]([CH:12]=1)=[CH:10][C:9]([CH2:13][C:14]([O:16]C)=[O:15])=[CH:8][CH:7]=2.[Cl:18][C:19]1[CH:35]=[CH:34][C:22]([O:23][C:24]2[CH:29]=[CH:28][C:27](O)=[C:26]([CH2:31][CH2:32][CH3:33])[CH:25]=2)=[CH:21][CH:20]=1>>[Cl:18][C:19]1[CH:35]=[CH:34][C:22]([O:23][C:24]2[CH:29]=[CH:28][C:27]([O:1][CH2:2][CH2:3][C:4]3[NH:5][C:6]4[C:11]([CH:12]=3)=[CH:10][C:9]([CH2:13][C:14]([OH:16])=[O:15])=[CH:8][CH:7]=4)=[C:26]([CH2:31][CH2:32][CH3:33])[CH:25]=2)=[CH:21][CH:20]=1. Reported procedure: Using the procedures in Example 15, steps F and G, the title compound was prepared from methyl 2-(2-hydroxyethyl)indole-5-acetate and 4-(4-chlorophenoxy)-2-propylphenol.